The task is: describe an organic reaction: reactants, conditions, products, and yield. This data is from the Open Reaction Database (ORD), a public repository of structured organic reaction records. Reactants: O=C([O-])[O-], CCOC(=O)C(C)(Cc1ccc(O)cc1)Oc1ccccc1, CCCn1c(CCOS(=O)(=O)c2ccc(C)cc2)cn(Cc2ccc(C)cc2)c1=O, [Cs+], [Cs+], CN(C)C=O. The product is CCCn1c(CCOc2ccc(CC(C)(Oc3ccccc3)C(=O)OCC)cc2)cn(Cc2ccc(C)cc2)c1=O. Reaction SMILES: [C:53](=[O:54])([O-:55])[O-:56].[CH2:31]([CH3:32])[O:33][C:34]([C:35]([CH2:36][c:37]1[cH:38][cH:39][c:40]([OH:43])[cH:41][cH:42]1)([O:44][c:45]1[cH:46][cH:47][cH:48][cH:49][cH:50]1)[CH3:51])=[O:52].[CH3:1][c:2]1[cH:3][cH:4][c:5]([CH2:6][n:7]2[c:8](=[O:28])[n:9]([CH2:25][CH2:26][CH3:27])[c:10]([CH2:12][CH2:13][O:14][S:15]([c:16]3[cH:17][cH:18][c:19]([CH3:20])[cH:21][cH:22]3)(=[O:23])=[O:24])[cH:11]2)[cH:29][cH:30]1.[Cs+:57].[Cs+:58].[O:59]=[CH:60][N:61]([CH3:62])[CH3:63]>>[CH3:1][c:2]1[cH:3][cH:4][c:5]([CH2:6][n:7]2[c:8](=[O:28])[n:9]([CH2:25][CH2:26][CH3:27])[c:10]([CH2:12][CH2:13][O:14][c:40]3[cH:39][cH:38][c:37]([CH2:36][C:35]([C:34]([O:33][CH2:31][CH3:32])=[O:52])([O:44][c:45]4[cH:46][cH:47][cH:48][cH:49][cH:50]4)[CH3:51])[cH:42][cH:41]3)[cH:11]2)[cH:29][cH:30]1. Reactants: [Li]CCCC, C1CCOC1, Cn1ccc(S(=O)(=O)NC(C)(C)C)c1, CN(C)C(=O)Cl, [Cl-], Cl, [NH4+]. Product: CN(C)C(=O)c1c(S(=O)(=O)NC(C)(C)C)ccn1C. RXN SMILES: [CH2:15]([Li:16])[CH2:17][CH2:18][CH3:19].[CH2:29]1[O:30][CH2:31][CH2:32][CH2:33]1.[CH3:1][C:2]([CH3:3])([CH3:4])[NH:5][S:6](=[O:7])(=[O:8])[c:9]1[cH:10][n:11]([CH3:14])[cH:12][cH:13]1.[CH3:20][N:21]([C:22](=[O:23])[Cl:24])[CH3:25].[Cl-:26].[ClH:28].[NH4+:27]>>[CH3:1][C:2]([CH3:3])([CH3:4])[NH:5][S:6](=[O:7])(=[O:8])[c:9]1[c:10]([C:22]([N:21]([CH3:20])[CH3:25])=[O:23])[n:11]([CH3:14])[cH:12][cH:13]1. Starting materials: C(C)(CC)C1=CC=C(C=C1)N1C(=NC2=C(C1=O)C=NC=C2)C2=CC(=C(C(=C2)C)O)C (3-(4-sec-butyl-phenyl)-2-(4-hydroxy-3,5-dimethyl-phenyl)-3H-pyrido[4,3-d]pyrimidin-4-one), C([O-])([O-])=O.[Cs+].[Cs+] (cesium carbonate), BrCCO[Si](C)(C)C(C)(C)C ((2-bromo-ethoxy)-tert-butyl-dimethyl-silane). Solvent: O (water), CN(C)C=O (DMF). Reaction conditions: time 10 minute. The product is C(C)(C)(C)[Si](OCCOC1=C(C=C(C=C1C)C=1N(C(C2=C(N1)C=CN=C2)=O)C2=CC=C(C=C2)C(C)CC)C)(C)C (2-{4-[2-(tert-butyl-dimethyl-silanyloxy)-ethoxy]-3,5-dimethyl-phenyl}-3-(4-sec-butyl-phenyl)-3H-pyrido[4,3-d]pyrimidin-4-one). RXN SMILES: [CH:1]([C:5]1[CH:10]=[CH:9][C:8]([N:11]2[C:16](=[O:17])[C:15]3[CH:18]=[N:19][CH:20]=[CH:21][C:14]=3[N:13]=[C:12]2[C:22]2[CH:27]=[C:26]([CH3:28])[C:25]([OH:29])=[C:24]([CH3:30])[CH:23]=2)=[CH:7][CH:6]=1)([CH2:3][CH3:4])[CH3:2].C(=O)([O-])[O-].[Cs+].[Cs+].Br[CH2:38][CH2:39][O:40][Si:41]([C:44]([CH3:47])([CH3:46])[CH3:45])([CH3:43])[CH3:42]>CN(C=O)C.O>[C:44]([Si:41]([CH3:43])([CH3:42])[O:40][CH2:39][CH2:38][O:29][C:25]1[C:26]([CH3:28])=[CH:27][C:22]([C:12]2[N:11]([C:8]3[CH:9]=[CH:10][C:5]([CH:1]([CH2:3][CH3:4])[CH3:2])=[CH:6][CH:7]=3)[C:16](=[O:17])[C:15]3[CH:18]=[N:19][CH:20]=[CH:21][C:14]=3[N:13]=2)=[CH:23][C:24]=1[CH3:30])([CH3:47])([CH3:46])[CH3:45] |f:1.2.3|. Reported procedure: To a solution of 3-(4-sec-butyl-phenyl)-2-(4-hydroxy-3,5-dimethyl-phenyl)-3H-pyrido[4,3-d]pyrimidin-4-one (0.25 g, 0.63 mmol) in anhydrous DMF (10 mL) was added cesium carbonate (0.62 g, 1.9 mmol). The color changed to orange. The reaction mixture was stirred at room temperature for 10 minutes under nitrogen. Then, (2-bromo-ethoxy)-tert-butyl-dimethyl-silane (9) (0.300 g, 1.27 mmol) was added and the reaction mixture was stirred at 80° C. for 5 hours under nitrogen, cooled to room temperature, d... Reactants: CCOC(C)=O, CN(C)C=O, FC(F)(F)Oc1ccc(C=Cc2nc(CCl)co2)cc1, [H-], [Na+], Nc1ccc(CCCCn2ccnn2)cc1. The product is FC(F)(F)Oc1ccc(C=Cc2nc(CNc3ccc(CCCCn4ccnn4)cc3)co2)cc1. As a reaction SMILES: [CH3:39][CH2:40][O:41][C:42](=[O:43])[CH3:44].[CH3:45][N:46]([CH3:47])[CH:48]=[O:49].[Cl:19][CH2:20][c:21]1[n:22][c:23]([CH:26]=[CH:27][c:28]2[cH:29][cH:30][c:31]([O:34][C:35]([F:36])([F:37])[F:38])[cH:32][cH:33]2)[o:24][cH:25]1.[H-:17].[Na+:18].[n:1]1([CH2:6][CH2:7][CH2:8][CH2:9][c:10]2[cH:11][cH:12][c:13]([NH2:16])[cH:14][cH:15]2)[n:2][n:3][cH:4][cH:5]1>>[n:1]1([CH2:6][CH2:7][CH2:8][CH2:9][c:10]2[cH:11][cH:12][c:13]([NH:16][CH2:20][c:21]3[n:22][c:23]([CH:26]=[CH:27][c:28]4[cH:29][cH:30][c:31]([O:34][C:35]([F:36])([F:37])[F:38])[cH:32][cH:33]4)[o:24][cH:25]3)[cH:14][cH:15]2)[n:2][n:3][cH:4][cH:5]1. Starting materials: CN(C)C=O, [Na+], [OH-], O=P(Cl)(Cl)Cl, COC(=O)c1c(-c2cn3ccccc3n2)ccc2ccccc12. Product: COC(=O)c1c(-c2nc3ccccn3c2C=O)ccc2ccccc12. Reaction SMILES: [CH3:31][N:32]([CH:33]=[O:34])[CH3:35].[Na+:30].[OH-:29].[P:24]([Cl:25])([Cl:26])([Cl:27])=[O:28].[n:1]1[c:2](-[c:10]2[c:11]([C:20](=[O:21])[O:22][CH3:23])[c:12]3[cH:13][cH:14][cH:15][cH:16][c:17]3[cH:18][cH:19]2)[cH:3][n:4]2[c:5]1[cH:6][cH:7][cH:8][cH:9]2>>[n:1]1[c:2](-[c:10]2[c:11]([C:20](=[O:21])[O:22][CH3:23])[c:12]3[cH:13][cH:14][cH:15][cH:16][c:17]3[cH:18][cH:19]2)[c:3]([CH:33]=[O:34])[n:4]2[c:5]1[cH:6][cH:7][cH:8][cH:9]2. Reactants: C1CCOC1, CC(=O)O, NC(Cc1ccc(CCl)cc1)C(=O)O. Yields the product NC(Cc1ccccc1)C(=O)O. As a reaction SMILES: [CH2:19]1[O:20][CH2:21][CH2:22][CH2:23]1.[CH3:15][C:16](=[O:17])[OH:18].[Cl:1][CH2:2][c:3]1[cH:4][cH:5][c:6]([CH2:7][CH:8]([NH2:9])[C:10](=[O:11])[OH:12])[cH:13][cH:14]1>>[cH:3]1[cH:4][cH:5][c:6]([CH2:7][CH:8]([NH2:9])[C:10](=[O:11])[OH:12])[cH:13][cH:14]1.